Dataset: the Open Reaction Database (ORD), a public repository of structured organic reaction records. Task: describe an organic reaction: reactants, conditions, products, and yield Product: CCOC(=O)c1c(OC)csc1C. Starting materials: CO, CCOC(=O)c1c(O)csc1C, O=S(=O)(O)O. RXN SMILES: [CH3:18][OH:19].[OH:1][c:2]1[c:3]([C:8](=[O:9])[O:10][CH2:11][CH3:12])[c:4]([CH3:7])[s:5][cH:6]1.[S:13](=[O:14])(=[O:15])([OH:16])[OH:17]>>[O:1]([c:2]1[c:3]([C:8](=[O:9])[O:10][CH2:11][CH3:12])[c:4]([CH3:7])[s:5][cH:6]1)[CH3:18]. Reactants: ClC1=CC2=C(C=N1)C(=NN2)S(=O)(=O)C (6-Chloro-3-(methylsulfonyl)-1H-pyrazolo[4,3-c]pyridine), C1(=CC=CC=C1)[C@@H](C)NC(=O)N ((R)-1-(1-phenylethyl)urea), CC(C)([O-])C.[K+] (Potassium t-butoxide). The reagents and catalysts are CC(C)C1=CC(=C(C(=C1)C(C)C)C2=C(C=CC(=C2P(C3CCCCC3)C4CCCCC4)OC)OC)C(C)C (BrettPhos). The solvent is C1CCOC1 (THF). Reaction conditions: temperature 60 celsius, time 18 hour. Yields the product CS(=O)(=O)C1=NNC2=C1C=NC(=C2)NC(=O)N[C@H](C)C2=CC=CC=C2 ((R)-1-(3-(methylsulfonyl)-1H-pyrazolo[4,3-c]pyridin-6-yl)-3-(1-phenylethyl)urea). RXN SMILES: Cl[C:2]1[N:7]=[CH:6][C:5]2[C:8]([S:11]([CH3:14])(=[O:13])=[O:12])=[N:9][NH:10][C:4]=2[CH:3]=1.[C:15]1([C@H:21]([NH:23][C:24]([NH2:26])=[O:25])[CH3:22])[CH:20]=[CH:19][CH:18]=[CH:17][CH:16]=1.CC(C)([O-])C.[K+]>CC(C1C=C(C(C)C)C(C2C(P(C3CCCCC3)C3CCCCC3)=C(OC)C=CC=2OC)=C(C(C)C)C=1)C.C1COCC1>[CH3:14][S:11]([C:8]1[C:5]2[CH:6]=[N:7][C:2]([NH:26][C:24]([NH:23][C@@H:21]([C:15]3[CH:20]=[CH:19][CH:18]=[CH:17][CH:16]=3)[CH3:22])=[O:25])=[CH:3][C:4]=2[NH:10][N:9]=1)(=[O:13])=[O:12] |f:2.3|. Procedure: 6-Chloro-3-(methylsulfonyl)-1H-pyrazolo[4,3-c]pyridine (45 mg, 0.194 mmol), (R)-1-(1-phenylethyl)urea (38.3 mg, 0.233 mmol), and BrettPhos pre-catalyst (21.72 mg, 0.027 mmol) were taken up in THF (650 μL) in a 1.5 mL microwave vial. Potassium t-butoxide (1 M in THF, 583 μL, 0.583 mmol) was added and the vial was evacuated and back-filled with N2 (×3). The reaction mixture was stirred at 60° C. for 18 h. The crude reaction mixture was filtered through a Si-Thiol cartridge (6 mL, 500 mg) to remove... Starting materials: C([O-])([O-])=O.[K+].[K+] (potassium carbonate), [N+](=O)(O)[O-] (nitric acid), CC=1C=NC=CC1OC (3-methyl-4-methoxy pyridine), ice, C([O-])([O-])=O.[K+].[K+] (potassium carbonate). Solvent: S(O)(O)(=O)=O (sulphuric acid). Yields the product CC=1C=NC=C(C1OC)[N+](=O)[O-] (3-methyl-4-methoxy-5-nitro pyridine). The yield is 30.0%. Reaction SMILES: [N+:1]([O-:4])(O)=[O:2].[CH3:5][C:6]1[CH:7]=[N:8][CH:9]=[CH:10][C:11]=1[O:12][CH3:13].C(=O)([O-])[O-].[K+].[K+]>S(=O)(=O)(O)O>[CH3:5][C:6]1[CH:7]=[N:8][CH:9]=[C:10]([N+:1]([O-:4])=[O:2])[C:11]=1[O:12][CH3:13] |f:2.3.4|. Procedure: 30 ml of 100% nitric acid is added to 150 ml of 98% sulphuric acid with stirring and cooling. To this solution is added dropwise 3.2 g (26 mmol) of 3-methyl-4-methoxy pyridine. The mixture is stirred at 80° C. for 2.5 hours, cooled down and added cautiously to a mixture of 400 g of crushed ice and 300 g of potassium carbonate with external cooling. 125 g more of potassium carbonate is added, and the suspension is filtered. The cake is washed with around 1 l of diethyl ether. The filtrate layers ...